The task is: describe an organic reaction: reactants, conditions, products, and yield. This data is from the Open Reaction Database (ORD), a public repository of structured organic reaction records. Reactants: CCOC(=O)CC(=O)c1ccccc1, CN, CC(=O)O, CCO. Yields the product CCOC(=O)C=C(NC)c1ccccc1. As a reaction SMILES: [C:1]([c:2]1[cH:3][cH:4][cH:5][cH:6][cH:7]1)(=[O:8])[CH2:9][C:10](=[O:11])[O:12][CH2:13][CH3:14].[CH3:15][NH2:16].[CH3:17][C:18](=[O:19])[OH:20].[CH3:21][CH2:22][OH:23]>>[C:1]([c:2]1[cH:3][cH:4][cH:5][cH:6][cH:7]1)(=[CH:9][C:10](=[O:11])[O:12][CH2:13][CH3:14])[NH:16][CH3:15]. Reactants: O (H2O), C1(=CC=C(C=C1)S(=O)(=O)O)C (p-Toluenesulfonic acid), O1CCCC=C1 (3,4-dihydro-2H-pyrane), O[C@H]1C[C@H]2C[C@H]([C@H]3[C@@H]4CC[C@H]([C@@H](CCC(=O)OC)C)[C@]4(CC[C@@H]3[C@]2(CC1)C)C)O (methyl 3α,7α-dihydroxy-5β-cholan-24-oate). The solvent is O1CCOCC1 (dioxane). Reaction conditions: time 15 minute. Product: O1C(CCCC1)O[C@H]1C[C@H]2C[C@H]([C@H]3[C@@H]4CC[C@H]([C@@H](CCC(=O)OC)C)[C@]4(CC[C@@H]3[C@]2(CC1)C)C)OC1OCCCC1 (Methyl 3α,7α-ditetrahydropyranyloxy-5β-cholan-24-oate). Yield: 90.0%. Reaction SMILES: [C:1]1(C)C=[CH:5][C:4](S(O)(=O)=O)=[CH:3][CH:2]=1.[O:12]1[CH:17]=[CH:16][CH2:15][CH2:14][CH2:13]1.[OH:18][C@@H:19]1[CH2:43][CH2:42][C@@:41]2([CH3:44])[C@H:21]([CH2:22][C@@H:23]([OH:46])[C@@H:24]3[C@@H:40]2[CH2:39][CH2:38][C@@:37]2([CH3:45])[C@H:25]3[CH2:26][CH2:27][C@@H:28]2[C@H:29]([CH3:36])[CH2:30][CH2:31][C:32]([O:34][CH3:35])=[O:33])[CH2:20]1.[OH2:47]>O1CCOCC1>[O:12]1[CH2:13][CH2:14][CH2:15][CH2:16][CH:17]1[O:18][C@@H:19]1[CH2:43][CH2:42][C@@:41]2([CH3:44])[C@H:21]([CH2:22][C@@H:23]([O:46][CH:5]3[CH2:4][CH2:3][CH2:2][CH2:1][O:47]3)[C@@H:24]3[C@@H:40]2[CH2:39][CH2:38][C@@:37]2([CH3:45])[C@H:25]3[CH2:26][CH2:27][C@@H:28]2[C@H:29]([CH3:36])[CH2:30][CH2:31][C:32]([O:34][CH3:35])=[O:33])[CH2:20]1. Procedure details: p-Toluenesulfonic acid (78 mg, 0.41 mmol), 3,4-dihydro-2H-pyrane (20.1 ml, 0.098 mol) were added to a solution of methyl 3α,7α-dihydroxy-5β-cholan-24-oate (1) (2.0 g, 4.9 mmol) in dioxane (6 mL). The reaction mixture was stirred at room temperature for 15 min. H2O (50 mL) was then added and the mixture was partially concentrated under vacuum and extracted with EtOAc (3×50 mL). The combined organic fractions were washed with brine (1×50 mL), dried (Na2SO4) and evaporated under vacuum. The residue...